Dataset: the Open Reaction Database (ORD), a public repository of structured organic reaction records. Task: describe an organic reaction: reactants, conditions, products, and yield Starting materials: NC1=C(C=CC(=C1)Br)C(C)(C)O (2-(2-amino-4-bromophenyl)propan-2-ol), C1=CN(C=N1)C(=O)N2C=CN=C2 (CDI). Run in C1CCOC1 (THF). Run at temperature 60 celsius, time 8 hour. Product: BrC=1C=CC2=C(NC(OC2(C)C)=O)C1 (7-bromo-4,4-dimethyl-1H-benzo[d][1,3]oxazin-2(4H)-one). The yield is 89.8%. Reaction SMILES: [NH2:1][C:2]1[CH:7]=[C:6]([Br:8])[CH:5]=[CH:4][C:3]=1[C:9]([OH:12])([CH3:11])[CH3:10].C1N=CN([C:18](N2C=NC=C2)=[O:19])C=1>C1COCC1>[Br:8][C:6]1[CH:5]=[CH:4][C:3]2[C:9]([CH3:10])([CH3:11])[O:12][C:18](=[O:19])[NH:1][C:2]=2[CH:7]=1. Procedure details: Into the solution of 2-(2-amino-4-bromophenyl)propan-2-ol (2.3 g) in THF (50 mL) was added CDI (1.95 g) at rt., then the mixture was warmed to 60° C. and stirred for overnight. After solvent removal, the residue was dissolved in ethyl acetate and washed with 1M of HCl(aq) and brine, and dried with dry agent. After removal of the solvent, the residue was crystallized from DCM and hexane to provide 2.3 g of 7-bromo-4,4-dimethyl-1H-benzo[d][1,3]oxazin-2(4H)-one 7.37 was synthesized. LCMS [M+H]+: 25... Starting materials: CNN (methylhydrazine), N1(CCC1)C1=NC=NC(=C1C(=O)C=1C=NN(C1Br)C)Cl ([4-(azetidin-1-yl)-6-chloropyrimidin-5-yl](5-bromo-1-methyl-1H-pyrazol-4-yl)methanone). Solvent: N1=CC=CC=C1 (pyridine). Run at temperature 85 celsius. Yields the product N1(CCC1)C1=C2C(=NC=N1)N(N=C2C=2C=NN(C2Br)C)C (4-(azetidin-1-yl)-3-(5-bromo-1-methyl-1H-pyrazol-4-yl)-1-methyl-1H-pyrazolo[3,4-d]pyrimidine). RXN SMILES: [CH3:1][NH:2][NH2:3].[N:4]1([C:8]2[C:13]([C:14]([C:16]3[CH:17]=[N:18][N:19]([CH3:22])[C:20]=3[Br:21])=O)=[C:12](Cl)[N:11]=[CH:10][N:9]=2)[CH2:7][CH2:6][CH2:5]1>N1C=CC=CC=1>[N:4]1([C:8]2[N:9]=[CH:10][N:11]=[C:12]3[N:2]([CH3:1])[N:3]=[C:14]([C:16]4[CH:17]=[N:18][N:19]([CH3:22])[C:20]=4[Br:21])[C:13]=23)[CH2:7][CH2:6][CH2:5]1. Procedure details: A mixture of methylhydrazine (98%, 1.57 mL, 29.2 mmol) and [4-(azetidin-1-yl)-6-chloropyrimidin-5-yl](5-bromo-1-methyl-1H-pyrazol-4-yl)methanone (C27) (1.04 g, 2.92 mmol) in pyridine (15 mL) was heated to 85° C. for 16 hours. Volatiles were removed in vacuo and the residue was purified using silica gel chromatography (Gradient: 0.5% to 5% methanol in ethyl acetate) to provide the product as a solid. Yield: 960 mg, 2.76 mmol, 94%. LCMS m/z 348.3, 350.2 (M+1). 1H NMR (400 MHz, CDCl3) δ 2.25-2.34 (... Starting materials: ClC1=C(NC2=C(C=NC3=CC4=C(C=C23)C=CC(=C4)OC)C#N)C=CC(=C1)Cl (4-(2,4-dichloroanilino)-8-methoxybenzo[g]quinoline-3-carbonitrile), Cl.N1=CC=CC=C1 (pyridine hydrochloride), [OH-].[NH4+] (ammonium hydroxide). Run at temperature 215 celsius, time 1 hour. Yields the product ClC1=C(NC2=C(C=NC3=CC4=C(C=C23)C=CC(=C4)O)C#N)C=CC(=C1)Cl (4-(2,4-Dichloroanilino)-8-hydroxybenzo[g]quinoline-3-carbonitrile). Reaction SMILES: [Cl:1][C:2]1[CH:26]=[C:25]([Cl:27])[CH:24]=[CH:23][C:3]=1[NH:4][C:5]1[C:14]2[C:9](=[CH:10][C:11]3[CH:18]=[C:17]([O:19]C)[CH:16]=[CH:15][C:12]=3[CH:13]=2)[N:8]=[CH:7][C:6]=1[C:21]#[N:22].Cl.N1C=CC=CC=1.[OH-].[NH4+]>>[Cl:1][C:2]1[CH:26]=[C:25]([Cl:27])[CH:24]=[CH:23][C:3]=1[NH:4][C:5]1[C:14]2[C:9](=[CH:10][C:11]3[CH:18]=[C:17]([OH:19])[CH:16]=[CH:15][C:12]=3[CH:13]=2)[N:8]=[CH:7][C:6]=1[C:21]#[N:22] |f:1.2,3.4|. Procedure: According to the procedure of example 105, the reaction mixture of 373.9 mg (0.954 mmol) of 4-(2,4-dichloroanilino)-8-methoxybenzo[g]quinoline-3-carbonitrile and 10 g of pyridine hydrochloride is stirred at 215° C. for 1 hour under N2. After cooling, the mixture is neutralized with 40 mL of a 3% ammonium hydroxide solution and stirred for 0.5 hour. The separated solid is filtered off and washed with water and ether. After drying in vacuo, this yields 333.4 mg (92.6%) of 4-(2,4-dichloroanilino)-8... The reactants are [Al+3], CC(=O)NCC1Cc2ccccc2C1, COC(=O)CCC(=O)O, CN(C)C=O, [Cl-], [Cl-], [Cl-], O=C(Cl)C(=O)Cl, CC(Cl)Cl, O. Yields the product COC(=O)CCC(=O)c1ccc2c(c1)CC(CNC(C)=O)C2. Reaction SMILES: [Al+3:31].[C:16]([CH3:17])(=[O:18])[NH:19][CH2:20][CH:21]1[CH2:22][c:23]2[cH:24][cH:25][cH:26][cH:27][c:28]2[CH2:29]1.[C:1]([CH2:2][CH2:3][C:4](=[O:5])[OH:6])(=[O:7])[O:8][CH3:9].[CH3:39][N:40]([CH3:41])[CH:42]=[O:43].[Cl-:30].[Cl-:32].[Cl-:33].[Cl:10][C:11]([C:12]([Cl:13])=[O:14])=[O:15].[Cl:34][CH:35]([Cl:36])[CH3:37].[OH2:38]>>[C:1]([CH2:2][CH2:3][C:4](=[O:6])[c:26]1[cH:25][cH:24][c:23]2[c:28]([cH:27]1)[CH2:29][CH:21]([CH2:20][NH:19][C:16]([CH3:17])=[O:18])[CH2:22]2)(=[O:7])[O:8][CH3:9]. The reactants are Cc1cn(-c2ccc([N+](=O)[O-])cc2C#N)cn1, CCOC(C)=O, [H][H]. The product is Cc1cn(-c2ccc(N)cc2C#N)cn1. RXN SMILES: [CH3:1][c:2]1[n:3][cH:4][n:5](-[c:7]2[c:8]([C:9]#[N:10])[cH:11][c:12]([N+:15]([O-:16])=[O:17])[cH:13][cH:14]2)[cH:6]1.[CH3:20][CH2:21][O:22][C:23](=[O:24])[CH3:25].[H:18][H:19]>>[CH3:1][c:2]1[n:3][cH:4][n:5](-[c:7]2[c:8]([C:9]#[N:10])[cH:11][c:12]([NH2:15])[cH:13][cH:14]2)[cH:6]1. Reactants: ClC1=CC(=C(C=C1[N+](=O)[O-])[N+](=O)[O-])Cl (1,3-dichloro-4,6-dinitrobenzene), CO (methanol), [OH-].[Na+] (sodium hydroxide), ( L ), Cl (hydrochloric acid). The solvent is O (water). Run at temperature 65 celsius. The product is COC=1C(=CC(=C(C1)O)[N+](=O)[O-])[N+](=O)[O-] (5-methoxy-2,4-dinitrophenol). The yield is 95.0%. Reaction SMILES: Cl[C:2]1[C:7]([N+:8]([O-:10])=[O:9])=[CH:6][C:5]([N+:11]([O-:13])=[O:12])=[C:4](Cl)[CH:3]=1.[CH3:15][OH:16].[OH-:17].[Na+].Cl>O>[CH3:15][O:16][C:2]1[C:7]([N+:8]([O-:10])=[O:9])=[CH:6][C:5]([N+:11]([O-:13])=[O:12])=[C:4]([OH:17])[CH:3]=1 |f:2.3|. Reported procedure: A 1 liter (L) round-bottom flask equipped with a mechanical stirrer and a reflux condenser is charged with 23.7 grams (g) of 1,3-dichloro-4,6-dinitrobenzene, 100 milliliters (mL) of methanol, 200 mL of water and 15 grams of sodium hydroxide and heated to approximately 65° C. for about 8 hours. The reaction mixture is then poured into 0° C. aqueous hydrochloric acid, isolated by filtration and air-dried. The theoretical yield of 5-methoxy-2,4-dinitrophenol, a monoether of dinitroresorcinol, is 21... Reactants: C(C)(C)(C)OC(=O)N[C@@H]1C(N([C@H]1C)O)=O ((3S-trans)-3-(t-butyloxycarbonylamino)-1-hydroxy-4-methyl-2-azetidinone), ClCC(=O)OCC=C (chloroacetic acid, 2-propenyl ester), ester. Solvent: CN(C=O)C (dimethylformamide). Reaction conditions: time 4 day. The product is C(C)(C)(C)OC(=O)N[C@H]1[C@@H](N(C1=O)OCC(=O)OCC=C)C ((3S-trans)-[[3-[(t-Butyloxycarbonyl)amino]-2-methyl-4-oxo-1-azetidinyl]oxy]acetic acid, 2-propenyl ester). As a reaction SMILES: [C:1]([O:5][C:6]([NH:8][C@H:9]1[C@H:12]([CH3:13])[N:11]([OH:14])[C:10]1=[O:15])=[O:7])([CH3:4])([CH3:3])[CH3:2].Cl[CH2:17][C:18]([O:20][CH2:21][CH:22]=[CH2:23])=[O:19]>CN(C)C=O>[C:1]([O:5][C:6]([NH:8][C@@H:9]1[C:10](=[O:15])[N:11]([O:14][CH2:17][C:18]([O:20][CH2:21][CH:22]=[CH2:23])=[O:19])[C@H:12]1[CH3:13])=[O:7])([CH3:2])([CH3:4])[CH3:3]. Procedure: To a solution of 17.3 g of (3S-trans)-3-(t-butyloxycarbonylamino)-1-hydroxy-4-methyl-2-azetidinone and 12.9 g of chloroacetic acid, 2-propenyl ester in 350 ml of dry dimethylformamide. The mixture was allowed to stand for 4 days at room temperature and subsequently worked up as described in Example 90B. Yield 25.5 g of crude ester. Reactants: CCOC(C)=O, CN(C)C=O, CCN(C(C)C)C(C)C, Nc1ccc(Cl)cc1, O=C(O)c1cccnc1SCc1ccnc2ccccc12. Product: O=C(Nc1ccc(Cl)cc1)c1cccnc1SCc1ccnc2ccccc12. Reaction SMILES: [CH3:39][CH2:40][O:41][C:42](=[O:43])[CH3:44].[CH3:45][N:46]([CH3:47])[CH:48]=[O:49].[CH:30]([N:31]([CH2:32][CH3:33])[CH:34]([CH3:35])[CH3:36])([CH3:37])[CH3:38].[NH2:22][c:23]1[cH:24][cH:25][c:26]([Cl:27])[cH:28][cH:29]1.[n:1]1[cH:2][cH:3][c:4]([CH2:11][S:12][c:13]2[n:14][cH:15][cH:16][cH:17][c:18]2[C:19](=[O:20])[OH:21])[c:5]2[cH:6][cH:7][cH:8][cH:9][c:10]12>>[n:1]1[cH:2][cH:3][c:4]([CH2:11][S:12][c:13]2[n:14][cH:15][cH:16][cH:17][c:18]2[C:19](=[O:21])[NH:22][c:23]2[cH:24][cH:25][c:26]([Cl:27])[cH:28][cH:29]2)[c:5]2[cH:6][cH:7][cH:8][cH:9][c:10]12. Reactants: CN1CC(C(=O)OC(C)(C)C)NC1=O, CN(C)C=O, O=S(=O)(OCC(F)(F)F)C(Cl)(Cl)Cl, [H-], [Na+], O=C(O)C1CNC(=O)N1C(=O)OCc1ccccc1. RXN SMILES: [CH3:1][N:2]1[C:3](=[O:14])[NH:4][CH:5]([C:7](=[O:8])[O:9][C:10]([CH3:11])([CH3:12])[CH3:13])[CH2:6]1.[CH3:49][N:50]([CH3:51])[CH:52]=[O:53].[Cl:36][C:37]([Cl:38])([Cl:39])[S:40]([O:41][CH2:42][C:43]([F:44])([F:45])[F:46])(=[O:47])=[O:48].[H-:34].[Na+:35].[O:15]=[C:16]1[N:17]([C:18]([O:19][CH2:20][c:21]2[cH:22][cH:23][cH:24][cH:25][cH:26]2)=[O:27])[CH:28]([C:29]([OH:30])=[O:31])[CH2:32][NH:33]1>>[CH3:1][N:2]1[C:3](=[O:14])[N:4]([CH2:42][C:43]([F:44])([F:45])[F:46])[CH:5]([C:7](=[O:8])[O:9][C:10]([CH3:11])([CH3:12])[CH3:13])[CH2:6]1. The product is CN1CC(C(=O)OC(C)(C)C)N(CC(F)(F)F)C1=O.